Dataset: the Open Reaction Database (ORD), a public repository of structured organic reaction records. Task: describe an organic reaction: reactants, conditions, products, and yield Starting materials: C1(=CC=CC=C1)[C@@H]1NC(N[C@@H]1C1=CC=CC=C1)=S (cis-4,5-Diphenylimidazolidine-2-thione), CI (methyl iodide). Solvent: CCO (EtOH). The product is I.C1(=CC=CC=C1)[C@@H]1N=C(N[C@@H]1C1=CC=CC=C1)SC (cis-4,5-Diphenyl-2-methylthio-4,5-dihydro-1H-imidazole hydroiodide). The yield is 98.0%. Reaction SMILES: [C:1]1([C@H:7]2[C@@H:11]([C:12]3[CH:17]=[CH:16][CH:15]=[CH:14][CH:13]=3)[NH:10][C:9](=[S:18])[NH:8]2)[CH:6]=[CH:5][CH:4]=[CH:3][CH:2]=1.[CH3:19][I:20]>CCO>[IH:20].[C:1]1([C@H:7]2[C@@H:11]([C:12]3[CH:13]=[CH:14][CH:15]=[CH:16][CH:17]=3)[NH:10][C:9]([S:18][CH3:19])=[N:8]2)[CH:2]=[CH:3][CH:4]=[CH:5][CH:6]=1 |f:3.4|. Reported procedure: A mixture of cis-4,5-diphenylimidazolidine-2-thione (25) (58.16 g, 0.229 mol) and methyl iodide (35.6 mL, 0.87 mol) in abs. EtOH (500 mL) is heated at 95° C. overnight. The reaction mixture is cooled to RT, concentrated in vacuo, and the residue suspended in Et2O. The insoluble material is filtered, washed with Et2O to give 88.9 g of the product 42. 1H NMR (DMSO-d6) δ 10.75 (s, 2 H), 7.25-6.95 (m, 10 H), 5.85 (s, 2 H), 2.82 (s, 3H); MS: m/z 269 (M++1). Reactants: C1(=CC=C(C=C1)C(=O)[C@]([C@](C(=O)O)(O)C(=O)C1=CC=C(C=C1)C)(O)C(=O)O)C (Di-p-toluoyl-L-tartaric acid), CN1CC[C@@]23C=CC(=O)C[C@@H]2OC=4C3=C(C=CC4OC)C1 (narwedine). The solvent is C(C)O (ethanol). Reaction conditions: temperature 40 celsius, time 16 hour. Product: CN1CC[C@]23C=CC(=O)C[C@H]2OC4=C(C=CC(=C34)C1)OC ((+)−narwedine), C1(=CC=C(C=C1)C(=O)[C@]([C@](C(=O)[O-])(O)C(=O)C1=CC=C(C=C1)C)(O)C(=O)[O-])C (di-p-toluoyl-L-tartrate). RXN SMILES: [C:1]1([CH3:28])[CH:6]=[CH:5][C:4]([C:7]([C@@:9]([C:25]([OH:27])=[O:26])([OH:24])[C@@:10]([C:15]([C:17]2[CH:22]=[CH:21][C:20]([CH3:23])=[CH:19][CH:18]=2)=[O:16])([OH:14])[C:11]([OH:13])=[O:12])=[O:8])=[CH:3][CH:2]=1.[CH3:29][N:30]1[CH2:49][C:43]2[CH:44]=[CH:45][C:46]([O:47][CH3:48])=[C:41]3[C:42]=2[C@:33]2([C@@H:39]([O:40]3)[CH2:38][C:36](=[O:37])[CH:35]=[CH:34]2)[CH2:32][CH2:31]1>C(O)C>[CH3:29][N:30]1[CH2:49][C:43]2=[C:42]3[C:41](=[C:46]([O:47][CH3:48])[CH:45]=[CH:44]2)[O:40][C@H:39]2[C@@:33]3([CH:34]=[CH:35][C:36]([CH2:38]2)=[O:37])[CH2:32][CH2:31]1.[C:1]1([CH3:28])[CH:6]=[CH:5][C:4]([C:7]([C@@:9]([C:25]([O-:27])=[O:26])([OH:24])[C@@:10]([C:15]([C:17]2[CH:18]=[CH:19][C:20]([CH3:23])=[CH:21][CH:22]=2)=[O:16])([OH:14])[C:11]([O-:13])=[O:12])=[O:8])=[CH:3][CH:2]=1. Procedure details: Di-p-toluoyl-L-tartaric acid (1.35 g, 3.50 mmol) was dissolved in ethanol (10 ml) on heating to 40° C. and then synthetic racemic narwedine (1.00 g, 3.50 mmol) was added and the mixture was heated at reflux for 1 h then cooled to 40° C. and stirred for 16 hours at this temperature. The mixture was cooled to ambient temperature, stirred for 2 h and then the white solid was isolated by filtration to give the 1:1 diastereomeric salt [(+)−narwedine] [di-p-toluoyl-L-tartrate] (2.16 g, 92% yield, 96% ...